From a dataset of the Open Reaction Database (ORD), a public repository of structured organic reaction records. describe an organic reaction: reactants, conditions, products, and yield The reactants are BrC1=CN=C(S1)NC(=O)NC1=C(C=C(C=C1)C)C(=O)C1CCCC1 (1-(5-bromo-thiazol-2-yl)-3-(2-cyclopentanecarbonyl-4-methyl-phenyl)-urea), CN(CCS)C (2-dimethylamino-ethanethiol). The product is C1(CCCC1)C(=O)C1=C(C=CC(=C1)C)NC(=O)NC=1SC(=CN1)SCCN(C)C (1-(2-Cyclopentanecarbonyl-4-methyl-phenyl)-3-[5-(2-dimethylamino-ethylsulfanyl)-thiazol-2-yl]-urea). The yield is 30.1%. As a reaction SMILES: Br[C:2]1[S:6][C:5]([NH:7][C:8]([NH:10][C:11]2[CH:16]=[CH:15][C:14]([CH3:17])=[CH:13][C:12]=2[C:18]([CH:20]2[CH2:24][CH2:23][CH2:22][CH2:21]2)=[O:19])=[O:9])=[N:4][CH:3]=1.[CH3:25][N:26]([CH3:30])[CH2:27][CH2:28][SH:29]>>[CH:20]1([C:18]([C:12]2[CH:13]=[C:14]([CH3:17])[CH:15]=[CH:16][C:11]=2[NH:10][C:8]([NH:7][C:5]2[S:6][C:2]([S:29][CH2:28][CH2:27][N:26]([CH3:30])[CH3:25])=[CH:3][N:4]=2)=[O:9])=[O:19])[CH2:24][CH2:23][CH2:22][CH2:21]1. Procedure details: 1-(2-Cyclopentanecarbonyl-4-methyl-phenyl)-3-[5-(2-dimethylamino-ethylsulfanyl)-thiazol-2-yl]-urea (130 mg, 30%) was prepared from 1-(5-bromo-thiazol-2-yl)-3-(2-cyclopentanecarbonyl-4-methyl-phenyl)-urea (408 mg, 1 mmol) and 2-dimethylamino-ethanethiol (210 mg, 2 mmol) following the general procedure Q. The reactants are C1(=CC=CC=C1)C1=NOC(=C1)C=O (3-phenyl-5-isoxazolecarbaldehyde), N1CCC(CC1)CNC(OC(C)(C)C)=O (tert-butyl piperidin-4-ylmethylcarbamate), C([O-])(O)=O.[Na+] (sodium bicarbonate), C(C)(=O)O[BH-](OC(C)=O)OC(C)=O.C[N+](C)(C)C (Tetramethylammonium triacetoxyborohydride). Solvent: C(C)#N (acetonitrile), C(C)(=O)O (acetic acid). Reaction conditions: time 8 hour. Product: C1(=CC=CC=C1)C1=NOC(=C1)CN1CCC(CC1)CNC(OC(C)(C)C)=O (tert-butyl ({1-[(3-phenyl-5-isoxazolyl)methyl]-4-piperidinyl}methyl)carbamate). Yield: 90.9%. RXN SMILES: [C:1]1([C:7]2[CH:11]=[C:10]([CH:12]=O)[O:9][N:8]=2)[CH:6]=[CH:5][CH:4]=[CH:3][CH:2]=1.[NH:14]1[CH2:19][CH2:18][CH:17]([CH2:20][NH:21][C:22](=[O:28])[O:23][C:24]([CH3:27])([CH3:26])[CH3:25])[CH2:16][CH2:15]1.C(O[BH-](OC(=O)C)OC(=O)C)(=O)C.C[N+](C)(C)C.C(=O)(O)[O-].[Na+]>C(#N)C.C(O)(=O)C>[C:1]1([C:7]2[CH:11]=[C:10]([CH2:12][N:14]3[CH2:19][CH2:18][CH:17]([CH2:20][NH:21][C:22](=[O:28])[O:23][C:24]([CH3:26])([CH3:25])[CH3:27])[CH2:16][CH2:15]3)[O:9][N:8]=2)[CH:2]=[CH:3][CH:4]=[CH:5][CH:6]=1 |f:2.3,4.5|. Procedure details: A solution of the compound prepared in Example 7 (2.00 g), tert-butyl piperidin-4-ylmethylcarbamate (2.72 g) and acetic acid (0.66 mL) in acetonitrile (60 mL) was stirred at room temperature for 30 minutes. Tetramethylammonium triacetoxyborohydride (9.12 g) was added and the reaction was stirred overnight. The reaction was then poured into a saturated aqueous sodium bicarbonate solution and the resulting mixture was extracted three times with ethyl acetate. The combined organics were dried with ... Starting materials: OCCN(C(=O)C=1SC=2CCOC3=C(C2N1)C=C(C=C3)Br)C(C)C (9-Bromo-4,5-dihydro-6-oxa-3-thia-1-aza-benzo[e]azulene-2-carboxylic acid (2-hydroxy-ethyl)-isopropyl-amide), CC(CN1N=CC(=C1)B1OC(C(O1)(C)C)(C)C)(C)O (2-methyl-1-(4-(4,4,5,5-tetramethyl-1,3,2-dioxaborolan-2-yl)1H-pyrazol-1-yl)propan-2-ol). Product: OCCN(C(=O)C=1SC=2CCOC3=C(C2N1)C=C(C=C3)C=3C=NN(C3)CC(C)(C)O)C(C)C (9-[1-(2-Hydroxy-2-methyl-propyl)-1H-pyrazol-4-yl]-4,5-dihydro-6-oxa-3-thia-1-aza-benzo[e]azulene-2-carboxylic acid (2-hydroxy-ethyl)-isopropyl-amide). Isolated yield 7.8%. As a reaction SMILES: [OH:1][CH2:2][CH2:3][N:4]([CH:22]([CH3:24])[CH3:23])[C:5]([C:7]1[S:8][C:9]2[CH2:10][CH2:11][O:12][C:13]3[CH:20]=[CH:19][C:18](Br)=[CH:17][C:14]=3[C:15]=2[N:16]=1)=[O:6].[CH3:25][C:26]([OH:43])([CH3:42])[CH2:27][N:28]1[CH:32]=[C:31](B2OC(C)(C)C(C)(C)O2)[CH:30]=[N:29]1>>[OH:1][CH2:2][CH2:3][N:4]([CH:22]([CH3:24])[CH3:23])[C:5]([C:7]1[S:8][C:9]2[CH2:10][CH2:11][O:12][C:13]3[CH:20]=[CH:19][C:18]([C:31]4[CH:30]=[N:29][N:28]([CH2:27][C:26]([OH:43])([CH3:42])[CH3:25])[CH:32]=4)=[CH:17][C:14]=3[C:15]=2[N:16]=1)=[O:6]. Reported procedure: Following the procedure for 277, 9-Bromo-4,5-dihydro-6-oxa-3-thia-1-aza-benzo[e]azulene-2-carboxylic acid (2-hydroxy-ethyl)-isopropyl-amide (225 mg, 0.547 mmol) and 2-methyl-1-(4-(4,4,5,5-tetramethyl-1,3,2-dioxaborolan-2-yl)1H-pyrazol-1-yl)propan-2-ol (174.7 mg, 0.656 mmol) were reacted to give 331 (20.0 mg, 8% yield, M+1 471.2). Reactants: C(C)OC(CBr)OCC (bromo-acetaldehyde diethyl-acetal), [C-]#N.[Na+] (sodium-cyanide), CS(=O)C (dimethyl-sulfoxide). Solvent: O (water). Conditions: time 5 hour. Product: C(C)OC(CC#N)OCC (cyan-acetaldehyde diethyl-acetal). As a reaction SMILES: [CH2:1]([O:3][CH:4]([O:7][CH2:8][CH3:9])[CH2:5]Br)[CH3:2].[C-:10]#[N:11].[Na+].CS(C)=O>O>[CH2:1]([O:3][CH:4]([O:7][CH2:8][CH3:9])[CH2:5][C:10]#[N:11])[CH3:2] |f:1.2|. Reported procedure: A mixture of 8 g of bromo-acetaldehyde diethyl-acetal, 3 g of sodium-cyanide and 20 ml of dimethyl-sulfoxide is admixed at a temperature of 80° C. for 5 hours. The reaction mixture is poured on 80 ml of water, then twice extracted with 50 ml of chloroform. The chloroform extract is washed twice with 30 ml of water, dried on magnesium sulfate, then distilled in vacuo.